Dataset: the Open Reaction Database (ORD), a public repository of structured organic reaction records. Task: describe an organic reaction: reactants, conditions, products, and yield The reactants are C(C)NC(CN1CC2=C(CC1)C1=C(OC2=O)C=C(C=C1)C)C (3-[2-(ethylamino)propyl]-1,2,3,4-tetrahydro-8-methyl-5H-[1]benzopyrano[3,4-c]pyridin-5-one), [BH4-].[Na+] (sodium borohydride), C(CC)(=O)O (propionic acid). The product is C(C)N(C(CN1CC2=C(CC1)C1=C(OC2=O)C=C(C=C1)C)C)CCC (3-[2-(Ethylpropylamino)propyl]-1,2,3,4-tetrahydro-8-methyl-5H-[1]benzopyrano[3,4-c]pyridin-5-one). As a reaction SMILES: [CH2:1]([NH:3][CH:4]([CH3:22])[CH2:5][N:6]1[CH2:11][CH2:10][C:9]2[C:12]3[CH:20]=[CH:19][C:18]([CH3:21])=[CH:17][C:13]=3[O:14][C:15](=[O:16])[C:8]=2[CH2:7]1)[CH3:2].[BH4-].[Na+].[C:25](O)(=O)[CH2:26][CH3:27]>>[CH2:1]([N:3]([CH2:25][CH2:26][CH3:27])[CH:4]([CH3:22])[CH2:5][N:6]1[CH2:11][CH2:10][C:9]2[C:12]3[CH:20]=[CH:19][C:18]([CH3:21])=[CH:17][C:13]=3[O:14][C:15](=[O:16])[C:8]=2[CH2:7]1)[CH3:2] |f:1.2|. Reported procedure: Prepared by the method described for Example 59 from 3-[2-(ethylamino)propyl]-1,2,3,4-tetrahydro-8-methyl-5H-[1]benzopyrano[3,4-c]pyridin-5-one (3.0 g, 0.010 moles), propionic acid (20 ml), and sodium borohydride (2.3 g, 0.061 moles). Recrystallization from ethanol gave the product (3.0 g) as the dihydrochloride, 5:1 hydrate, mp 248° C. (dec.).